Dataset: the Open Reaction Database (ORD), a public repository of structured organic reaction records. Task: describe an organic reaction: reactants, conditions, products, and yield Starting materials: ClCCl, O=Cc1ccc(C(F)(F)F)cc1, CC(=O)C=P(c1ccccc1)(c1ccccc1)c1ccccc1. Product: CC(=O)C=Cc1ccc(C(F)(F)F)cc1. As a reaction SMILES: [Cl:36][CH2:37][Cl:38].[F:1][C:2]([c:3]1[cH:4][cH:5][c:6]([CH:7]=[O:8])[cH:9][cH:10]1)([F:11])[F:12].[c:13]1([P:14]([c:15]2[cH:16][cH:17][cH:18][cH:19][cH:24]2)(=[CH:20][C:21]([CH3:22])=[O:23])[c:25]2[cH:26][cH:27][cH:28][cH:29][cH:30]2)[cH:31][cH:32][cH:33][cH:34][cH:35]1>>[F:1][C:2]([c:3]1[cH:4][cH:5][c:6]([CH:7]=[CH:20][C:21]([CH3:22])=[O:23])[cH:9][cH:10]1)([F:11])[F:12]. Reactants: O=C([O-])[O-], CN(C)C=O, Fc1ccc(C2(c3ccc(F)cc3)C=CC(Cl)CC2)cc1, [I-], [K+], [K+], [K+], O=c1[nH]c2cc(Cl)ccc2n1C1CCNCC1, O. Yields the product O=c1[nH]c2cc(Cl)ccc2n1C1CCN(C2C=CC(c3ccc(F)cc3)(c3ccc(F)cc3)CC2)CC1. Reaction SMILES: [C:39](=[O:40])([O-:41])[O-:42].[CH3:48][N:49]([CH3:50])[CH:51]=[O:52].[F:1][c:2]1[cH:3][cH:4][c:5]([C:8]2([c:15]3[cH:16][cH:17][c:18]([F:21])[cH:19][cH:20]3)[CH:9]=[CH:10][CH:11]([Cl:14])[CH2:12][CH2:13]2)[cH:6][cH:7]1.[I-:46].[K+:43].[K+:44].[K+:45].[NH:22]1[CH2:23][CH2:24][CH:25]([n:28]2[c:29](=[O:38])[nH:30][c:31]3[c:32]2[cH:33][cH:34][c:35]([Cl:37])[cH:36]3)[CH2:26][CH2:27]1.[OH2:47]>>[F:1][c:2]1[cH:3][cH:4][c:5]([C:8]2([c:15]3[cH:16][cH:17][c:18]([F:21])[cH:19][cH:20]3)[CH:9]=[CH:10][CH:11]([N:22]3[CH2:23][CH2:24][CH:25]([n:28]4[c:29](=[O:38])[nH:30][c:31]5[c:32]4[cH:33][cH:34][c:35]([Cl:37])[cH:36]5)[CH2:26][CH2:27]3)[CH2:12][CH2:13]2)[cH:6][cH:7]1. Reactants: CC(C)(C)OC(=O)CBr, CC[Al+]CC, CCCCCC, [Cl-], [Cu]Br, C1CCOC1, [Zn], O=Cc1ccccc1CCCCCCCCc1ccccc1. Yields the product CC(C)(C)OC(=O)CC(O)c1ccccc1CCCCCCCCc1ccccc1. As a reaction SMILES: [Br:7][CH2:8][C:9](=[O:10])[O:11][C:12]([CH3:13])([CH3:14])[CH3:15].[CH2:2]([Al+:3][CH2:4][CH3:5])[CH3:6].[CH3:38][CH2:39][CH2:40][CH2:41][CH2:42][CH3:43].[Cl-:1].[Cu:50][Br:51].[O:44]1[CH2:45][CH2:46][CH2:47][CH2:48]1.[Zn:49].[c:16]1([CH2:22][CH2:23][CH2:24][CH2:25][CH2:26][CH2:27][CH2:28][CH2:29][c:30]2[c:31]([CH:32]=[O:33])[cH:34][cH:35][cH:36][cH:37]2)[cH:17][cH:18][cH:19][cH:20][cH:21]1>>[CH2:8]([C:9](=[O:10])[O:11][C:12]([CH3:13])([CH3:14])[CH3:15])[CH:32]([c:31]1[c:30]([CH2:29][CH2:28][CH2:27][CH2:26][CH2:25][CH2:24][CH2:23][CH2:22][c:16]2[cH:17][cH:18][cH:19][cH:20][cH:21]2)[cH:37][cH:36][cH:35][cH:34]1)[OH:33]. Starting materials: FC1=NC(=CC(=C1)C=1C(=NN2C1C=CC=C2)C2=CC=C(C=C2)F)F (3-(2,6-Difluoro-4-pyridinyl)-2-(4-fluorophenyl)pyrazolo[1,5-a]pyridine), C(C1=CC=CC=C1)N (benzylamine). Run in C(C)(=O)OCC (ethyl acetate), hexanes. Reaction conditions: temperature 130 celsius. Product: C(C1=CC=CC=C1)NC1=NC(=CC(=C1)C=1C(=NN2C1C=CC=C2)C2=CC=C(C=C2)F)F (N-Benzyl-6-fluoro-4-[2-(4-fluorophenyl)pyrazolo[1,5-a]pyridin-3-yl]-2-pyridinamine). RXN SMILES: F[C:2]1[CH:7]=[C:6]([C:8]2[C:9]([C:17]3[CH:22]=[CH:21][C:20]([F:23])=[CH:19][CH:18]=3)=[N:10][N:11]3[CH:16]=[CH:15][CH:14]=[CH:13][C:12]=23)[CH:5]=[C:4]([F:24])[N:3]=1.[CH2:25]([NH2:32])[C:26]1[CH:31]=[CH:30][CH:29]=[CH:28][CH:27]=1>C(OCC)(=O)C>[CH2:25]([NH:32][C:2]1[CH:7]=[C:6]([C:8]2[C:9]([C:17]3[CH:18]=[CH:19][C:20]([F:23])=[CH:21][CH:22]=3)=[N:10][N:11]3[CH:16]=[CH:15][CH:14]=[CH:13][C:12]=23)[CH:5]=[C:4]([F:24])[N:3]=1)[C:26]1[CH:31]=[CH:30][CH:29]=[CH:28][CH:27]=1. Procedure: In a sealed-tube was combined 3-(2,6-difluoro-4-pyridinyl)-2-(4-fluorophenyl)pyrazolo[1,5-a]pyridine (Example 44, 35 mg, 0.11 mmol) and benzylamine (3.0 mL, 2.9 g, 27 mmol), and the reaction was placed in a preheated oil bath at 130° C. The reaction was stirred at 130° C. until consumption of starting material was indicated by TLC analysis (50% ethyl acetate in hexanes). The contents of the sealed-tube was transferred to a flask and concentrated to dryness at 50° C. under high vacuum. The residu... Starting materials: CO (methanol), [Na] (sodium), O (water), NC1=NC(=NC(=C1)Cl)CCC (4-amino-6-chloro-2-(n-propyl)pyrimidine). Run in C(Cl)(Cl)Cl (chloroform). Yields the product NC1=NC(=NC(=C1)OC)CCC (4-amino-6-methoxy-2-(n-propyl)pyrimidine). As a reaction SMILES: [CH3:1][OH:2].[Na].[NH2:4][C:5]1[CH:10]=[C:9](Cl)[N:8]=[C:7]([CH2:12][CH2:13][CH3:14])[N:6]=1.O>C(Cl)(Cl)Cl>[NH2:4][C:5]1[CH:10]=[C:9]([O:2][CH3:1])[N:8]=[C:7]([CH2:12][CH2:13][CH3:14])[N:6]=1 |^1:2|. Procedure details: To a mixture of 25 ml of methanol and 1.1 g (0.048 mole) of sodium was added 5.1 g (0.030 mole) of 4-amino-6-chloro-2-(n-propyl)pyrimidine, and the resulting mixture was heated at reflux for four days. The mixture was allowed to cool to about 20° C., at which time water and chloroform were added thereto. The layers were separated, and the aqueous layer was extracted with additional chloroform. The organic layers were combined, dried over magnesium sulfate, and evaporated to provide a residue. Th... Starting materials: COC1=CC=C(C=C1)C1=C(C2=C(S1)C=C(C=C2)OC)C2=CC(=CC=C2)OCC2=CC=CC=C2 (2-(4-methoxyphenyl)-3-(3-benzyloxyphenyl)-6-methoxybenzo[b]thiophene), O (water), C(=O)[O-].[NH4+] (ammonium formate). The reagents and catalysts are [Pd] (Palladium(0)). The solvent is CCO (EtOH), CCOC(=O)C (EtOAc). Yields the product COC1=CC=C(C=C1)C1=C(C2=C(S1)C=C(C=C2)OC)C2=CC(=CC=C2)O (2-(4-Methoxyphenyl)-3-(3-hydroxyphenyl)-6-methoxybenzo[b]thiophene). RXN SMILES: [CH3:1][O:2][C:3]1[CH:8]=[CH:7][C:6]([C:9]2[S:13][C:12]3[CH:14]=[C:15]([O:18][CH3:19])[CH:16]=[CH:17][C:11]=3[C:10]=2[C:20]2[CH:25]=[CH:24][CH:23]=[C:22]([O:26]CC3C=CC=CC=3)[CH:21]=2)=[CH:5][CH:4]=1.O.C([O-])=O.[NH4+]>CCO.CCOC(C)=O.[Pd]>[CH3:1][O:2][C:3]1[CH:4]=[CH:5][C:6]([C:9]2[S:13][C:12]3[CH:14]=[C:15]([O:18][CH3:19])[CH:16]=[CH:17][C:11]=3[C:10]=2[C:20]2[CH:25]=[CH:24][CH:23]=[C:22]([OH:26])[CH:21]=2)=[CH:7][CH:8]=1 |f:2.3|. Procedure: A slurry was prepared consisting of 2-(4-methoxyphenyl)-3-(3-benzyloxyphenyl)-6-methoxybenzo[b]thiophene in 1 L of EtOH, 250 mL of EtOAc, and 40 mL of water. Palladium(0) black 4.04 g (38 mmol) and ammonium formate 12.6 g (200 mmol) was added. The reaction mixture was heated to reflux for one hour, then filtered hot through celite and evaporated to dryness. The solid was partioned between EtOAc and a saturated solution of Na2HCO3. The organic layer was washed with brine, dried with Na2SO4, and e...